Dataset: the Open Reaction Database (ORD), a public repository of structured organic reaction records. Task: describe an organic reaction: reactants, conditions, products, and yield Starting materials: C(\C=C\C1=CC(OC)=C(O)C=C1)(=O)CI (feruloyliodomethane), C(\C=C\C1=CC(OC)=C(O)C=C1)(=O)O (ferulic acid), [Na] (sodium), [K] (potassium). The product is COC=1C=C(C=CC1O)/C=C/C(=O)COC(=O)/C=C/C=2C=CC(=C(C2)OC)O (Calebin-A). As a reaction SMILES: [C:1]([CH2:14]I)(=[O:13])/[CH:2]=[CH:3]/[C:4]1[CH:12]=[CH:11][C:9]([OH:10])=[C:6]([O:7][CH3:8])[CH:5]=1.[Na].[K].[C:18]([OH:31])(=[O:30])/[CH:19]=[CH:20]/[C:21]1[CH:29]=[CH:28][C:26]([OH:27])=[C:23]([O:24][CH3:25])[CH:22]=1>>[CH3:8][O:7][C:6]1[CH:5]=[C:4](/[CH:3]=[CH:2]/[C:1]([CH2:14][O:31][C:18](/[CH:19]=[CH:20]/[C:21]2[CH:29]=[CH:28][C:26]([OH:27])=[C:23]([O:24][CH3:25])[CH:22]=2)=[O:30])=[O:13])[CH:12]=[CH:11][C:9]=1[OH:10] |^1:15,16|. Reported procedure: Calebin-A (10a) was prepared by reacting feruloyliodomethane with sodium or potassium salt of ferulic acid with reaction steps and conditions maintained as mentioned in the general synthetic scheme discussed herein above in Para 0010. The yield of the product was 60%.